Task: describe an organic reaction: reactants, conditions, products, and yield. Dataset: the Open Reaction Database (ORD), a public repository of structured organic reaction records Starting materials: C(OCC)(OCC)OCC (triethyl orthoformate), [N+](=O)([O-])[O-].[NH4+] (ammonium nitrate), CC1=CNN=C1 (4-MP), C(CC)=O (propionaldehyde). Solvent: C(C)O (ethanol). Product: C(C)OC(CC)OCC (1,1-diethoxypropane). Reaction SMILES: [CH3:1][C:2]1C=NNC=1.C(=O)CC.[CH:11]([O:18][CH2:19][CH3:20])([O:15][CH2:16][CH3:17])OCC.[N+]([O-])([O-])=O.[NH4+]>C(O)C>[CH2:19]([O:18][CH:11]([O:15][CH2:16][CH3:17])[CH2:1][CH3:2])[CH3:20] |f:3.4|. Procedure details: In the first step of the present synthesis of 4-MP, propionaldehyde is reacted with triethyl orthoformate in the presence of ethanol and ammonium nitrate to produce 1,1-diethoxypropane. In the second step, the 1,1-diethoxypropane produced in the first step is reacted neat (without a solvent) with a catalyst, which comprises an acid and an amine, to produce 1-ethoxy-1-propene (ethyl-1-propenyl ether). In the third step, this material is purified by washing and drying, without distillation. In the... Solvent: S(O)(O)(=O)=O (sulfuric acid). The reactants are ice ammonium hydroxide, FC=1N=CC2=CC=C(C=C2C1)C(=O)NNC(=S)N (1-(3-fluoroisoquinoline-6-carbonyl)thiosemicarbazide), [OH-].[NH4+] (ammonium hydroxide). RXN SMILES: [F:1][C:2]1[N:3]=[CH:4][C:5]2[C:10]([CH:11]=1)=[CH:9][C:8]([C:12]([NH:14][NH:15][C:16]([NH2:18])=[S:17])=O)=[CH:7][CH:6]=2.[OH-].[NH4+]>S(=O)(=O)(O)O>[F:1][C:2]1[N:3]=[CH:4][C:5]2[C:10]([CH:11]=1)=[CH:9][C:8]([C:12]1[S:17][C:16]([NH2:18])=[N:15][N:14]=1)=[CH:7][CH:6]=2 |f:1.2|. The product is FC=1N=CC2=CC=C(C=C2C1)C1=NN=C(S1)N (5-(3-Fluoroisoquinolin-6-yl)-1,3,4-thiadiazol-2-amine). Yield: 91.9%. Procedure details: A mixture of 1-(3-fluoroisoquinoline-6-carbonyl)thiosemicarbazide (0.98 g, 3.71 mmol) in sulfuric acid (10 mL) was stirred at room temperature for 3 hours. The mixture was poured into ice-ammonium hydroxide (33%). The pH was adjusted to >9 with additional ammonium hydroxide. The precipitate was recovered by filtration and washed with water (4×) to provide the product as an off-white solid (0.84 g, 92%). LCMS (API-ES) m/z: 247 (M+H+). Run at time 3 hour. Starting materials: FC=1C=C(C=C(C1)F)B(O)O (3,5-difluorophenylboronic acid), P(=O)([O-])([O-])[O-].[K+].[K+].[K+] (potassium phosphate), C1(CCCCC1)P(C1=C(C=CC=C1)C1=C(C=CC=C1OC)OC)C1CCCCC1 (2-dicyclohexylphosphino-2′,6′-dimethoxy-1,1′-biphenyl), BrC=1C2=C(SC1C(C)NS(=O)C(C)(C)C)C=CC=C2 (N-(1-(3-bromobenzo[b]thiophen-2-yl)ethyl)-2-methylpropane-2-sulfinamide). Reagents/catalysts: C(C)(=O)[O-].[Pd+2].C(C)(=O)[O-] (palladium (II) acetate). Run in C1(=CC=CC=C1)C (Toluene). Conditions: temperature 110 celsius, time 19 hour. Yields the product FC=1C=C(C=C(C1)F)C=1C2=C(SC1C(C)NS(=O)C(C)(C)C)C=CC=C2 (N-(1-(3-(3,5-difluorophenyl)benzo[b]thiophen-2-yl)ethyl)-2-methylpropane-2-sulfinamide). Reaction SMILES: [F:1][C:2]1[CH:3]=[C:4](B(O)O)[CH:5]=[C:6]([F:8])[CH:7]=1.P([O-])([O-])([O-])=O.[K+].[K+].[K+].C1(P(C2CCCCC2)C2C=CC=CC=2C2C(OC)=CC=CC=2OC)CCCCC1.Br[C:50]1[C:51]2[CH:67]=[CH:66][CH:65]=[CH:64][C:52]=2[S:53][C:54]=1[CH:55]([NH:57][S:58]([C:60]([CH3:63])([CH3:62])[CH3:61])=[O:59])[CH3:56]>C1(C)C=CC=CC=1.C([O-])(=O)C.[Pd+2].C([O-])(=O)C>[F:1][C:2]1[CH:3]=[C:4]([C:50]2[C:51]3[CH:67]=[CH:66][CH:65]=[CH:64][C:52]=3[S:53][C:54]=2[CH:55]([NH:57][S:58]([C:60]([CH3:62])([CH3:63])[CH3:61])=[O:59])[CH3:56])[CH:5]=[C:6]([F:8])[CH:7]=1 |f:1.2.3.4,8.9.10|. Procedure: A mixture of 3,5-difluorophenylboronic acid (292 mg, 1.848 mmol), potassium phosphate (0.204 mL, 2.464 mmol), 2-dicyclohexylphosphino-2′,6′-dimethoxy-1,1′-biphenyl (126 mg, 0.308 mmol), palladium (II) acetate (27.7 mg, 0.123 mmol) and N-(1-(3-bromobenzo[b]thiophen-2-yl)ethyl)-2-methylpropane-2-sulfinamide (444 mg, 1.232 mmol) in Toluene (10 mL) was purged with N2 for 2 min, then heated to 110° C. overnight. After 19 h, the reaction was partitioned between water and EtOAc. The organic layer was s... Reactants: CCOC(=O)CC1OB(O)c2cc(OCCCO[Si](C)(C)C(C)(C)C)cc(C)c21, C1CCOC1, CC(=O)O, O. Product: CCOC(=O)CC1OB(O)c2cc(OCCCO)cc(C)c21. Reaction SMILES: [C:1]([Si:2]([CH3:3])([CH3:4])[O:6][CH2:7][CH2:8][CH2:9][O:10][c:11]1[cH:12][c:13]([CH3:27])[c:14]2[c:15]([cH:26]1)[B:16]([OH:25])[O:17][CH:18]2[CH2:19][C:20](=[O:21])[O:22][CH2:23][CH3:24])([CH3:5])([CH3:28])[CH3:29].[CH2:30]1[O:31][CH2:32][CH2:33][CH2:34]1.[CH3:36][C:37](=[O:38])[OH:39].[OH2:35]>>[OH:6][CH2:7][CH2:8][CH2:9][O:10][c:11]1[cH:12][c:13]([CH3:27])[c:14]2[c:15]([cH:26]1)[B:16]([OH:25])[O:17][CH:18]2[CH2:19][C:20](=[O:21])[O:22][CH2:23][CH3:24]. Reactants: [OH-].[Na+] (sodium hydroxide), O.SC1=C2NC=NC2=NC=N1 (6-mercaptopurine monohydrate), ClCC(CN1CCN(CC1)C(C1=CC=CC=C1)C1=CC=CC=C1)O (1-(1-chloro-2-hydroxy-3-propanyl)-4-(diphenylmethyl)piperazine). The solvent is CN(C)C=O (DMF), CN(C)C=O (DMF). Run at temperature 80 celsius. The product is O.OC(CSC1=C2NC=NC2=NC=N1)CN1CCN(CC1)C(C1=CC=CC=C1)C1=CC=CC=C1.OC(CSC1=C2NC=NC2=NC=N1)CN1CCN(CC1)C(C1=CC=CC=C1)C1=CC=CC=C1 (6-[2-Hydroxy-3-(1-(diphenylmethyl)piperazin-4-yl)propan-1-yl]thiopurine Hemihydrate). Isolated yield 22.4%. As a reaction SMILES: [OH-].[Na+].O.[SH:4][C:5]1[N:13]=[CH:12][N:11]=[C:10]2[C:6]=1[NH:7][CH:8]=[N:9]2.Cl[CH2:15][CH:16]([OH:37])[CH2:17][N:18]1[CH2:23][CH2:22][N:21]([CH:24]([C:31]2[CH:36]=[CH:35][CH:34]=[CH:33][CH:32]=2)[C:25]2[CH:30]=[CH:29][CH:28]=[CH:27][CH:26]=2)[CH2:20][CH2:19]1>CN(C=O)C>[OH2:37].[OH:37][CH:16]([CH2:17][N:18]1[CH2:19][CH2:20][N:21]([CH:24]([C:31]2[CH:36]=[CH:35][CH:34]=[CH:33][CH:32]=2)[C:25]2[CH:26]=[CH:27][CH:28]=[CH:29][CH:30]=2)[CH2:22][CH2:23]1)[CH2:15][S:4][C:5]1[N:13]=[CH:12][N:11]=[C:10]2[C:6]=1[NH:7][CH:8]=[N:9]2.[OH:37][CH:16]([CH2:17][N:18]1[CH2:19][CH2:20][N:21]([CH:24]([C:31]2[CH:36]=[CH:35][CH:34]=[CH:33][CH:32]=2)[C:25]2[CH:26]=[CH:27][CH:28]=[CH:29][CH:30]=2)[CH2:22][CH2:23]1)[CH2:15][S:4][C:5]1[N:13]=[CH:12][N:11]=[C:10]2[C:6]=1[NH:7][CH:8]=[N:9]2 |f:0.1,2.3,6.7.8|. Procedure details: To DMF (6 mL), sodium hydroxide pellets (200 mg, 5 mmol) and 6-mercaptopurine monohydrate (0.85 g, 5 mmol) were added. The reaction mixture was stirred and heated to 80° C. for 30 min under nitrogen. The almost clear solution was cooled to room temperature and 1-(1-chloro-2-hydroxy-3-propanyl)-4-(diphenylmethyl)piperazine (1.72 g, 5 mmol) in DMF (10 mL) was added within 5 min. After stirring under nitrogen for 72 h, the mixture was filtered through Celite on a sintered glass funnel and the funne...